From a dataset of the Open Reaction Database (ORD), a public repository of structured organic reaction records. describe an organic reaction: reactants, conditions, products, and yield Starting materials: ( 7 ), ( 100 ), ( 15 ), C[C@@]12CCC=C[C@]13OC([C@H](CC2)C3)(C)C ((1S,6S,9R)6,10,10-trimethyl-11-oxatricyclo[7.2.1.01,6]dodec-2-ene). Run in C(Cl)(Cl)Cl (chloroform). The product is C[C@@]12CCC=C([C@]13OC([C@H](CC2)C3)(C)C)CCCO ((1R,6S,9R)6,10,10-Trimethyl-2-(3-hydroxypropyl)-11-oxatricyclo[7.2.1.01,6]dodec-2-ene). As a reaction SMILES: [CH3:1][C@:2]12[CH2:12][CH2:11][C@@H:10]3[CH2:13][C@:7]1([O:8][C:9]3([CH3:15])[CH3:14])[CH:6]=[CH:5][CH2:4][CH2:3]2>C(Cl)(Cl)Cl>[CH3:1][C@:2]12[CH2:12][CH2:11][C@@H:10]3[CH2:13][C@:7]1([O:8][C:9]3([CH3:15])[CH3:14])[C:6]([CH2:5][CH2:6][CH2:7][OH:8])=[CH:5][CH2:4][CH2:3]2. Procedure details: Oil, [α]D10+24.6°, (c=0.62, chloroform) MS: 264 (M+, 85), 249 (7), 246 (15), 231 (8), 41 (100). 1H NMR (CDCl3, δ): 0.89 (s, 3 H, 6-CH3), 1.23 (s, 3 H, 10-CH3), 1.34 (s, 3 H, 10-CH3), 3.64 (t, J=7.0 Hz, 2 H, 3′-H/2R), 5.70 (t, J=3.6 Hz, 1 H, 3-H). The reactants are Cc1ccccc1, O=C(O)c1sccc1Cl, O=S(Cl)Cl. The product is O=C(Cl)c1sccc1Cl. Reaction SMILES: [CH3:14][c:15]1[cH:16][cH:17][cH:18][cH:19][cH:20]1.[Cl:5][c:6]1[c:7]([C:11](=[O:12])[OH:13])[s:8][cH:9][cH:10]1.[S:1]([Cl:2])([Cl:3])=[O:4]>>[Cl:3][C:11]([c:7]1[c:6]([Cl:5])[cH:10][cH:9][s:8]1)=[O:13]. Reactants: C1(=CC=C(C=C1)S(=O)(=O)N1[C@@H]2CC(C[C@@H]2CCC1)(P(OCC)(=O)OCC)P(OCC)(=O)OCC)C (Tetraethyl 2-p-toluenesulfonyl-(IR,6S)-2-azabicyclo[4.3.0]nonane-8,8-diphosphonate), Cl (HCl), Cl (HCl). Product: Cl.[C@@H]12NCCC[C@H]2CC(C1)(P(O)(=O)O)P(O)(=O)O ((1R,6S)-2-Azabicyclo[4.3.0]nonane-8,8-diphosphonic acid hydrochloride salt). Yield: 71.0%. As a reaction SMILES: C1(C)C=CC(S([N:10]2[CH2:18][CH2:17][CH2:16][C@@H:15]3[C@H:11]2[CH2:12][C:13]([P:27]([O:32]CC)(=[O:31])[O:28]CC)([P:19]([O:24]CC)(=[O:23])[O:20]CC)[CH2:14]3)(=O)=O)=CC=1.[ClH:36]>>[ClH:36].[C@@H:11]12[CH2:12][C:13]([P:27]([OH:32])(=[O:28])[OH:31])([P:19]([OH:23])(=[O:20])[OH:24])[CH2:14][C@@H:15]1[CH2:16][CH2:17][CH2:18][NH:10]2 |f:2.3|. Procedure: A solution of 10 (6.50 g, 11.8 mmol) in conc. HCl (100 mL) is heated to reflux for 18 h. The mixture is cooled to room temperature, washed with EtOAc (2×20 mL) and the aqueous solution is concentrated in vacuo to a brown residue (10 mL). The crude material is loaded on a Amberlite IRA-400 (Cl) resin column (150 mL), wherein the column is preeluted with 6 M HCl (600 mL) and rinsed with H2O (1 L) to pH 6˜7. The column is eluted with water (3 L) and concentrated in vacuo to give a brown solid, whic... The reactants are CC#N, CNC(=S)NCCSCc1c[nH]cn1, N#CN, [Pb]. The product is CN=C(NC#N)NCCSCc1c[nH]cn1. As a reaction SMILES: [CH3:19][C:20]#[N:21].[CH3:5][NH:6][C:7](=[S:8])[NH:9][CH2:10][CH2:11][S:12][CH2:13][c:14]1[n:15][cH:16][nH:17][cH:18]1.[N:1]#[C:2][NH2:3].[Pb:4]>>[N:1]#[C:2][NH:3][C:7](=[N:6][CH3:5])[NH:9][CH2:10][CH2:11][S:12][CH2:13][c:14]1[n:15][cH:16][nH:17][cH:18]1. The reactants are ClCCl, O=C(Cl)CCl, CC(N)C(=O)NC1N=C(c2ccccc2)c2ccccc2N(C)C1=O. Yields the product CC(NC(=O)CCl)C(=O)NC1N=C(c2ccccc2)c2ccccc2N(C)C1=O. Reaction SMILES: [CH2:31]([Cl:32])[Cl:33].[Cl:26][CH2:27][C:28](=[O:29])[Cl:30].[NH2:1][CH:2]([CH3:3])[C:4](=[O:5])[NH:6][CH:7]1[C:8](=[O:25])[N:9]([CH3:24])[c:10]2[c:11]([cH:20][cH:21][cH:22][cH:23]2)[C:12]([c:14]2[cH:15][cH:16][cH:17][cH:18][cH:19]2)=[N:13]1>>[NH:1]([CH:2]([CH3:3])[C:4](=[O:5])[NH:6][CH:7]1[C:8](=[O:25])[N:9]([CH3:24])[c:10]2[c:11]([cH:20][cH:21][cH:22][cH:23]2)[C:12]([c:14]2[cH:15][cH:16][cH:17][cH:18][cH:19]2)=[N:13]1)[C:28]([CH2:27][Cl:26])=[O:29]. Starting materials: CS(C)=O, O=Cc1ccccc1F, [Na+], O=S([O-])c1ccccc1. Yields the product O=Cc1ccccc1S(=O)(=O)c1ccccc1. As a reaction SMILES: [CH3:20][S:21]([CH3:22])=[O:23].[F:1][c:2]1[c:3]([CH:4]=[O:5])[cH:6][cH:7][cH:8][cH:9]1.[Na+:19].[c:10]1([S:16](=[O:17])[O-:18])[cH:11][cH:12][cH:13][cH:14][cH:15]1>>[c:2]1([S:16]([c:10]2[cH:11][cH:12][cH:13][cH:14][cH:15]2)(=[O:17])=[O:18])[c:3]([CH:4]=[O:5])[cH:6][cH:7][cH:8][cH:9]1. Starting materials: N1=C(C=CC=C1)C=O (pyridine-2-aldehyde), COC(=O)CC(=O)CC(=O)OC (dimethyl acetonedicarboxylate), CN (methylamine). Solvent: C(C(C)C)O (isobutanol). Run at temperature 10 celsius, time 10 minute. Product: CN1C(C(C(C(C1C1=NC=CC=C1)C(=O)OC)=O)C(=O)OC)C1=NC=CC=C1 (1-methyl-2,6-dipyridyl-3,5-di(methoxy-carbonyl)-4-piperidone). Isolated yield 880.3%. Reaction SMILES: [CH3:1][O:2][C:3]([CH2:5][C:6]([CH2:8][C:9]([O:11][CH3:12])=[O:10])=[O:7])=[O:4].[N:13]1[CH:18]=[CH:17][CH:16]=[CH:15][C:14]=1[CH:19]=O.[CH3:21][NH2:22]>C(O)C(C)C>[CH3:21][N:22]1[CH:19]([C:14]2[CH:15]=[CH:16][CH:17]=[CH:18][N:13]=2)[CH:8]([C:9]([O:11][CH3:12])=[O:10])[C:6](=[O:7])[CH:5]([C:3]([O:2][CH3:1])=[O:4])[CH:19]1[C:14]1[CH:15]=[CH:16][CH:17]=[CH:18][N:13]=1. Reported procedure: 1st stage: 12.9 kg of dimethyl acetonedicarboxylate (97%; 72 mol) were dissolved in 52.5 l of isobutanol. The solution was cooled to 10° C. At this temperature, 15.4 kg of pyridine-2-aldehyde (14.4 mol) were added dropwise and the mixture was stirred for a further 10 minutes. Subsequently, 5.59 kg of methylamine (40% in water, 72 mol) were added dropwise to this mixture at such a rate that the temperature could be maintained with uniform cooling. The reaction mixture was stirred at 10° C. for a ... Starting materials: C(C)(C)(C)OC(C(=O)OC)C=1C(=C2C(=NC1C)NC=C2)C2=CC=C(C=C2)C (methyl 2-(tert-butoxy)-2-(6-methyl-4-(p-tolyl)-1H-pyrrolo[2,3-b]pyridin-5-yl)acetate), BrCC1=C(C=C(C=C1F)F)F (2-(bromomethyl)-1,3,5-trifluorobenzene), Example 25. Product: C(C)(C)(C)OC(C(=O)O)C=1C(=C2C(=NC1C)N(C=C2)CC2=C(C=C(C=C2F)F)F)C2=CC=C(C=C2)C (2-(tert-butoxy)-2-(6-methyl-4-(p-tolyl)-1-(2,4,6-trifluorobenzyl)-1H-pyrrolo[2,3-b]pyridin-5-yl)acetic acid). As a reaction SMILES: [C:1]([O:5][CH:6]([C:11]1[C:12]([C:21]2[CH:26]=[CH:25][C:24]([CH3:27])=[CH:23][CH:22]=2)=[C:13]2[CH:20]=[CH:19][NH:18][C:14]2=[N:15][C:16]=1[CH3:17])[C:7]([O:9]C)=[O:8])([CH3:4])([CH3:3])[CH3:2].Br[CH2:29][C:30]1[C:35]([F:36])=[CH:34][C:33]([F:37])=[CH:32][C:31]=1[F:38]>>[C:1]([O:5][CH:6]([C:11]1[C:12]([C:21]2[CH:26]=[CH:25][C:24]([CH3:27])=[CH:23][CH:22]=2)=[C:13]2[CH:20]=[CH:19][N:18]([CH2:29][C:30]3[C:35]([F:36])=[CH:34][C:33]([F:37])=[CH:32][C:31]=3[F:38])[C:14]2=[N:15][C:16]=1[CH3:17])[C:7]([OH:9])=[O:8])([CH3:4])([CH3:2])[CH3:3]. Procedure: The title compound was prepared from methyl 2-(tert-butoxy)-2-(6-methyl-4-(p-tolyl)-1H-pyrrolo[2,3-b]pyridin-5-yl)acetate and 2-(bromomethyl)-1,3,5-trifluorobenzene in a manner similar to that described in Example 25 as a white solid. 1H NMR (400 MHz, CHLOROFORM-d) δ ppm=7.63 (d, J=7.6 Hz, 1 H), 7.40-7.30 (m, 3 H), 7.07 (d, J=3.5 Hz, 1 H), 6.78-6.69 (m, 2 H), 6.25 (d, J=3.5 Hz, 1 H), 5.71-5.56 (m, 2 H), 5.53 (s, 1 H), 2.84 (s, 3 H), 2.47 (s, 3 H), 0.95 (s, 9 H); LCMS (m/z) ES+=497 (M+1). Reactants: O (water), [OH-].[Na+] (sodium hydroxide), ClC=1C=NC2=CC=C(C=C2C1CCCC1C(CN(CC1)C(=O)OC(C)(C)C)C(=O)OC)OC (methyl (3RS,4RS)-4-[3-(3-chloro-6-methoxyquinolin-4-yl)propyl]-1-(tert-butyloxycarbonyl)piperidine-3-carboxylate), C(C)OCC (diethyl ether). The solvent is O1CCOCC1 (dioxane). Reaction conditions: temperature 60 celsius. The product is ClC=1C=NC2=CC=C(C=C2C1CCCC1C(CN(CC1)C(=O)OC(C)(C)C)C(=O)O)OC ((3RS,4RS)-4-[3-(3-chloro-6-methoxyquinolin-4-yl)propyl]-1-(tert-butyloxycarbonyl)piperidine-3-carboxylic acid). Isolated yield 80.4%. Reaction SMILES: [OH-].[Na+].[Cl:3][C:4]1[CH:5]=[N:6][C:7]2[C:12]([C:13]=1[CH2:14][CH2:15][CH2:16][CH:17]1[CH2:22][CH2:21][N:20]([C:23]([O:25][C:26]([CH3:29])([CH3:28])[CH3:27])=[O:24])[CH2:19][CH:18]1[C:30]([O:32]C)=[O:31])=[CH:11][C:10]([O:34][CH3:35])=[CH:9][CH:8]=2.C(OCC)C.O>O1CCOCC1>[Cl:3][C:4]1[CH:5]=[N:6][C:7]2[C:12]([C:13]=1[CH2:14][CH2:15][CH2:16][CH:17]1[CH2:22][CH2:21][N:20]([C:23]([O:25][C:26]([CH3:29])([CH3:27])[CH3:28])=[O:24])[CH2:19][CH:18]1[C:30]([OH:32])=[O:31])=[CH:11][C:10]([O:34][CH3:35])=[CH:9][CH:8]=2 |f:0.1|. Procedure: 60 cm3 of a 1 N aqueous sodium hydroxide solution are added to 7.05 g of methyl (3RS,4RS)-4-[3-(3-chloro-6-methoxyquinolin-4-yl)propyl]-1-(tert-butyloxycarbonyl)piperidine-3-carboxylate in 100 cm3 of dioxane. The reaction medium is then heated at 60° C. for 2 hours and then concentrated to dryness under reduced pressure (45° C.; 5 kPa). The residue obtained is taken up with 300 cm3 of diethyl ether and 500 cm3 of distilled water. The aqueous phase is then washed with 200 cm3 of diethyl ether and... Starting materials: Cc1ccc(Br)cc1, C1CCOC1, [Cl-], [Cl-], Clc1cccc2scnc12, [Zn+2], c1ccc(P(c2ccccc2)(c2ccccc2)[Pd](P(c2ccccc2)(c2ccccc2)c2ccccc2)(P(c2ccccc2)(c2ccccc2)c2ccccc2)P(c2ccccc2)(c2ccccc2)c2ccccc2)cc1. Yields the product Cc1ccc(-c2cccc3scnc23)cc1. Reaction SMILES: [Br:1][c:2]1[cH:3][cH:4][c:5]([CH3:8])[cH:6][cH:7]1.[CH2:19]1[O:20][CH2:21][CH2:22][CH2:23]1.[Cl-:24].[Cl-:26].[Cl:9][c:10]1[cH:11][cH:12][cH:13][c:14]2[c:15]1[n:16][cH:17][s:18]2.[Zn+2:25].[cH:27]1[cH:28][cH:29][c:30]([P:31]([Pd:32]([P:33]([c:34]2[cH:35][cH:36][cH:37][cH:38][cH:39]2)([c:40]2[cH:41][cH:42][cH:43][cH:44][cH:45]2)[c:46]2[cH:47][cH:48][cH:49][cH:50][cH:51]2)([P:52]([c:53]2[cH:54][cH:55][cH:56][cH:57][cH:58]2)([c:59]2[cH:60][cH:61][cH:62][cH:63][cH:64]2)[c:65]2[cH:66][cH:67][cH:68][cH:69][cH:70]2)[P:71]([c:72]2[cH:73][cH:74][cH:75][cH:76][cH:77]2)([c:78]2[cH:79][cH:80][cH:81][cH:82][cH:83]2)[c:84]2[cH:85][cH:86][cH:87][cH:88][cH:89]2)([c:90]2[cH:91][cH:92][cH:93][cH:94][cH:95]2)[c:96]2[cH:97][cH:98][cH:99][cH:100][cH:101]2)[cH:102][cH:103]1>>[c:2]1(-[c:10]2[cH:11][cH:12][cH:13][c:14]3[c:15]2[n:16][cH:17][s:18]3)[cH:3][cH:4][c:5]([CH3:8])[cH:6][cH:7]1.